From a dataset of the Open Reaction Database (ORD), a public repository of structured organic reaction records. describe an organic reaction: reactants, conditions, products, and yield Starting materials: C1CCOC1, CS(=O)(=O)OCc1ccc(C2=NCC(c3cc(Cl)cc(Cl)c3)(C(F)(F)F)C2)cc1Br, CO, COC(C)(C)C, N. Yields the product NCc1ccc(C2=NCC(c3cc(Cl)cc(Cl)c3)(C(F)(F)F)C2)cc1Br. As a reaction SMILES: [CH2:40]1[O:41][CH2:42][CH2:43][CH2:44]1.[CH3:1][S:2]([O:3][CH2:6][c:7]1[c:8]([Br:30])[cH:9][c:10]([C:13]2=[N:17][CH2:16][C:15]([C:18]([F:19])([F:20])[F:21])([c:22]3[cH:23][c:24]([Cl:29])[cH:25][c:26]([Cl:28])[cH:27]3)[CH2:14]2)[cH:11][cH:12]1)(=[O:4])=[O:5].[CH3:32][OH:33].[CH3:34][O:35][C:36]([CH3:37])([CH3:38])[CH3:39].[NH3:31]>>[CH2:6]([c:7]1[c:8]([Br:30])[cH:9][c:10]([C:13]2=[N:17][CH2:16][C:15]([C:18]([F:19])([F:20])[F:21])([c:22]3[cH:23][c:24]([Cl:29])[cH:25][c:26]([Cl:28])[cH:27]3)[CH2:14]2)[cH:11][cH:12]1)[NH2:31]. Starting materials: COC=1C=CC(=C(C1)N)C1=CC2=C(S1)C=C(C=C2)OC (5-methoxy-2-(6-methoxybenzo[b]thiophen-2-yl)phenylamine), BrC1=CC(=C(OCCN2CCCCC2)C=C1)F (1-[2-(4-bromo-2-fluorophenoxy)ethyl]piperidine), FC=1C=C(C=CC1OCCN1CCCCC1)NC1=C(C=CC(=C1)OC)C1=CC2=C(S1)C=C(C=C2)OC ([3-fluoro-4-(2-piperidin-1-ylethoxy)phenyl][5-methoxy-2-(6-methoxybenzo[b]thiophen-2-yl)phenyl]amine). Product: FC=1C=C(C=CC1OCCN1CCCCC1)NC1=C(C=CC(=C1)O)C1=CC2=C(S1)C=C(C=C2)O (2-{2-[3-Fluoro-4-(2-piperidin-1-ylethoxy)phenylamino]-4-hydroxyphenyl}benzo[b]thiophen-6-ol). The yield is 46.4%. Reaction SMILES: COC1C=CC(C2SC3C=C(OC)C=CC=3C=2)=C(N)C=1.BrC1C=CC(OCCN2CCCCC2)=C(F)C=1.[F:38][C:39]1[CH:40]=[C:41]([NH:54][C:55]2[CH:60]=[C:59]([O:61]C)[CH:58]=[CH:57][C:56]=2[C:63]2[S:67][C:66]3[CH:68]=[C:69]([O:72]C)[CH:70]=[CH:71][C:65]=3[CH:64]=2)[CH:42]=[CH:43][C:44]=1[O:45][CH2:46][CH2:47][N:48]1[CH2:53][CH2:52][CH2:51][CH2:50][CH2:49]1>>[F:38][C:39]1[CH:40]=[C:41]([NH:54][C:55]2[CH:60]=[C:59]([OH:61])[CH:58]=[CH:57][C:56]=2[C:63]2[S:67][C:66]3[CH:68]=[C:69]([OH:72])[CH:70]=[CH:71][C:65]=3[CH:64]=2)[CH:42]=[CH:43][C:44]=1[O:45][CH2:46][CH2:47][N:48]1[CH2:53][CH2:52][CH2:51][CH2:50][CH2:49]1. Reported procedure: Synthesized from 5-methoxy-2-(6-methoxybenzo[b]thiophen-2-yl)phenylamine and 1-[2-(4-bromo-2-fluorophenoxy)ethyl]piperidine according to an analogous synthetic method to Example 116, [3-fluoro-4-(2-piperidin-1-ylethoxy)phenyl][5-methoxy-2-(6-methoxybenzo[b]thiophen-2-yl)phenyl]amine (322 mg) was used according to an analogous synthetic method to Example 111 to provide the title compound (141 mg). The reactants are C1=CC=CC=2SCC3=C(C(C21)=O)C=CC=C3 (dibenzo[b,e]thiepin-11(6H)-one), C(C)NCCCN (N-ethyl-1,3-propanediamine), C1(=CC=CC=C1)C (toluene). Reagents/catalysts: [Ti](Cl)(Cl)(Cl)Cl (titanium tetrachloride). Solvent: O (water). Product: C(C)NCCCN=C1C2=C(SCC3=C1C=CC=C3)C=CC=C2 (N-ethyl-N'-{dibenzo[b,e]thiepin-11(6H)-ylidene}-1,3-propanediamine). Reaction SMILES: [CH:1]1[C:11]2[C:10](=O)[C:9]3[CH:13]=[CH:14][CH:15]=[CH:16][C:8]=3[CH2:7][S:6][C:5]=2[CH:4]=[CH:3][CH:2]=1.[CH2:17]([NH:19][CH2:20][CH2:21][CH2:22][NH2:23])[CH3:18].C1(C)C=CC=CC=1>[Ti](Cl)(Cl)(Cl)Cl.O>[CH2:17]([NH:19][CH2:20][CH2:21][CH2:22][N:23]=[C:10]1[C:9]2[CH:13]=[CH:14][CH:15]=[CH:16][C:8]=2[CH2:7][S:6][C:5]2[CH:4]=[CH:3][CH:2]=[CH:1][C:11]1=2)[CH3:18]. Procedure: 9.1 g. of dibenzo[b,e]thiepin-11(6H)-one are mixed, while stirring, with 40 g. of N-ethyl-1,3-propanediamine and 250 ml. of absolute toluene and treated dropwise at 0° C. with 8.8 ml. of titanium tetrachloride. The reaction mixture is stirred at room temperature for 18 hours, then cooled and hydrolyzed with 250 ml. of water. The resulting suspension is filtered through diatomaceous earth and the aqueous phase is extracted with toluene. The combined toluene extracts are dried over sodium sulfate ... The reactants are ClC1=CC=C(S1)C1(CCCC1)C1=NN=C2N1CCN(CC2)C(=O)OCC2=CC=CC=C2 (Benzyl 3-[1-(5-chloro-2-thienyl)cyclopentyl]-5,6,8,9-tetrahydro-7H-[1,2,4]triazolo[4,3-d][1,4]diazepine-7-carboxylate). The reagents and catalysts are [OH-].[Pd+2].[OH-] (palladium hydroxide). Solvent: CO (methanol), O1CCOCC1 (1,4-dioxane). Run at time 48 hour. The product is S1C(=CC=C1)C1(CCCC1)C1=NN=C2N1CCNCC2 (3-[1-(2-thienyl)cyclopentyl]-6,7,8,9-tetrahydro-5H-[1,2,4]triazolo[4,3-d][1,4]diazepine). Yield: 53.3%. Reaction SMILES: Cl[C:2]1[S:6][C:5]([C:7]2([C:12]3[N:16]4[CH2:17][CH2:18][N:19](C(OCC5C=CC=CC=5)=O)[CH2:20][CH2:21][C:15]4=[N:14][N:13]=3)[CH2:11][CH2:10][CH2:9][CH2:8]2)=[CH:4][CH:3]=1>CO.O1CCOCC1.[OH-].[Pd+2].[OH-]>[S:6]1[CH:2]=[CH:3][CH:4]=[C:5]1[C:7]1([C:12]2[N:16]3[CH2:17][CH2:18][NH:19][CH2:20][CH2:21][C:15]3=[N:14][N:13]=2)[CH2:8][CH2:9][CH2:10][CH2:11]1 |f:3.4.5|. Procedure: Benzyl 3-[1-(5-chloro-2-thienyl)cyclopentyl]-5,6,8,9-tetrahydro-7H-[1,2,4]triazolo[4,3-d][1,4]diazepine-7-carboxylate (565 mg) was dissolved in a mixed solvent of methanol (10 ml) and 1,4-dioxane (5 ml). After palladium hydroxide (86 mg) was added thereto, the whole was stirred under a hydrogen atmosphere of 1 atm at room temperature for 48 hours to obtain 3-[1-(2-thienyl)cyclopentyl]-6,7,8,9-tetrahydro-5H-[1,2,4]triazolo[4,3-d][1,4]diazepine (190 mg). The reactants are CN(C)C=O, O=[N+]([O-])c1ccc2nc(NC3=NCCN3)[nH]c2c1, [Pd]. The product is Nc1ccc2nc(NC3=NCCN3)[nH]c2c1. Reaction SMILES: [CH3:19][N:20]([CH3:21])[CH:22]=[O:23].[N+:1]([O-:2])(=[O:3])[c:4]1[cH:5][c:6]2[c:7]([n:8][c:9]([NH:11][C:12]3=[N:16][CH2:15][CH2:14][NH:13]3)[nH:10]2)[cH:17][cH:18]1.[Pd:24]>>[NH2:1][c:4]1[cH:5][c:6]2[c:7]([n:8][c:9]([NH:11][C:12]3=[N:16][CH2:15][CH2:14][NH:13]3)[nH:10]2)[cH:17][cH:18]1. Conditions: time 1 hour. Run in CO (methanol). The yield is 81.3%. Yields the product C(C)(C)C=1C=CC2=CC(=CC2=CC1)CO ((6-isopropylazulen-2-yl)methanol). Procedure details: Sodium borohydride (0.26 g) was added to a solution of 6-isopropylazulene-2-carboaldehyde (1.4 g) in methanol (30 ml) at 0° C. and the mixture was stirred for one hour. Acetone was added to the reaction mixture and the mixture was stirred for 15 minutes. The reaction mixture was concentrated. The residue was purified by silica gel column chromatography (n-hexane-ethyl acetate) to obtain (6-isopropylazulen-2-yl)methanol (1.15 g). Reaction SMILES: [BH4-].[Na+].[CH:3]([C:6]1[CH:7]=[CH:8][C:9]2[C:13](=[CH:14][CH:15]=1)[CH:12]=[C:11]([CH:16]=[O:17])[CH:10]=2)([CH3:5])[CH3:4].CC(C)=O>CO>[CH:3]([C:6]1[CH:7]=[CH:8][C:9]2[C:13](=[CH:14][CH:15]=1)[CH:12]=[C:11]([CH2:16][OH:17])[CH:10]=2)([CH3:5])[CH3:4] |f:0.1|. Reactants: [BH4-].[Na+] (Sodium borohydride), C(C)(C)C=1C=CC2=CC(=CC2=CC1)C=O (6-isopropylazulene-2-carboaldehyde), CC(=O)C (Acetone). The reactants are BrCCC1=CC2=C(SC(=C2)S(N)(=O)=O)C=C1 (5-(2-bromoethyl)-2-sulfamoylbenzo[b]thiophene), [N-]=[N+]=[N-].[Na+] (NaN3), CN(C)C=O (DMF). Run in O (H2O). Reaction conditions: time 18 hour. Product: N(=[N+]=[N-])CCC1=CC2=C(SC(=C2)S(N)(=O)=O)C=C1 (5-(2-Azidoethyl)-2-sulfamoylbenzo[b]thiophene). The yield is 76.6%. RXN SMILES: Br[CH2:2][CH2:3][C:4]1[CH:16]=[CH:15][C:7]2[S:8][C:9]([S:11](=[O:14])(=[O:13])[NH2:12])=[CH:10][C:6]=2[CH:5]=1.[N-:17]=[N+:18]=[N-:19].[Na+].CN(C=O)C>O>[N:17]([CH2:2][CH2:3][C:4]1[CH:16]=[CH:15][C:7]2[S:8][C:9]([S:11](=[O:14])(=[O:13])[NH2:12])=[CH:10][C:6]=2[CH:5]=1)=[N+:18]=[N-:19] |f:1.2|. Procedure details: Under nitrogen, a solution of 5-(2-bromoethyl)-2-sulfamoylbenzo[b]thiophene (1.2 g, 0.0037 mol), NaN3 (0.6 g, 0.0092 mol) and DMF (25 ml) was heated at 100° C. After 18 hours, the solution was cooled, poured into H2O, and filtered to yield 0.8 g of product. The filtrate was extracted with ethyl acetate (2x). The organic layers were dried, filtered and concentrated to dryness to yield an additional 0.4 g of product (75%). The reactants are NC1=NC=CC=C1OCC1=CC=C(C=C1)OC (2-amino-3-(4-methoxybenzyloxy)pyridine), Cl.CC1=C(C=CC=C1)CC(OCC)=N (ethyl 2methylphenylacetimidate hydrochloride). Solvent: C(C)O (ethanol), C(Cl)(Cl)Cl (chloroform). Product: COC1=CC=C(COC=2C(=NC=CC2)NC(CC2=C(C=CC=C2)C)=N)C=C1 (N-(3-(4-Methoxybenzyloxy)-2-pyridyl)-2-methylphenylacetamidine). Yield: 5.3%. RXN SMILES: [NH2:1][C:2]1[C:7]([O:8][CH2:9][C:10]2[CH:15]=[CH:14][C:13]([O:16][CH3:17])=[CH:12][CH:11]=2)=[CH:6][CH:5]=[CH:4][N:3]=1.Cl.[CH3:19][C:20]1[CH:25]=[CH:24][CH:23]=[CH:22][C:21]=1[CH2:26][C:27](=[NH:31])OCC>C(O)C.C(Cl)(Cl)Cl>[CH3:17][O:16][C:13]1[CH:14]=[CH:15][C:10]([CH2:9][O:8][C:7]2[C:2]([NH:1][C:27](=[NH:31])[CH2:26][C:21]3[CH:22]=[CH:23][CH:24]=[CH:25][C:20]=3[CH3:19])=[N:3][CH:4]=[CH:5][CH:6]=2)=[CH:11][CH:12]=1 |f:1.2|. Procedure details: A mixture of 2-amino-3-(4-methoxybenzyloxy)pyridine (4.6 g, 20 mmol) and ethyl 2methylphenylacetimidate hydrochloride (4.69 g, 22 mmol) in ethanol (80 ml) was heated under reflux for 2 hours. Evaporation of the solvent gave an oil which was taken up in chloroform, convened to the free base by washing with aqueous sodium bicarbonate, and purified by flash chromatography (chloroform/methanol) to obtain the product as a gum (0.38 g).